Task: describe an organic reaction: reactants, conditions, products, and yield. Dataset: the Open Reaction Database (ORD), a public repository of structured organic reaction records Reactants: COCCOC, Cl, N#CN, c1cn[nH]c1. The product is Cl, N=C(N)n1cccn1. Reaction SMILES: [CH2:10]([CH2:11][O:12][CH3:13])[O:14][CH3:15].[ClH:9].[NH2:6][C:7]#[N:8].[nH:1]1[n:2][cH:3][cH:4][cH:5]1>>[ClH:9].[n:1]1([C:7](=[NH:6])[NH2:8])[n:2][cH:3][cH:4][cH:5]1. Starting materials: Cl.N(N)C1CC(OCC1)C (4-hydrazino-2-methyltetrahydropyran hydrochloride), Cl (hydrochloric acid), Cl.N(N)C1CC(OCC1)C (4-hydrazino-2-methyltetrahydropyran hydrochloride), C(C)O (ethanol), [OH-].[Na+] (sodium hydroxide). The reagents and catalysts are [Ni] (Raney nickel). Run in C(CCC)O (n-butyl alcohol), O (water). Yields the product Cl.NC1CC(OCC1)C (4-amino-2-methyltetrahydropyran hydrochloride). Isolated yield 64.3%. Reaction SMILES: [ClH:1].[NH:2]([CH:4]1[CH2:9][CH2:8][O:7][CH:6]([CH3:10])[CH2:5]1)N.C(O)C.[OH-].[Na+].Cl>[Ni].C(O)CCC.O>[ClH:1].[NH2:2][CH:4]1[CH2:9][CH2:8][O:7][CH:6]([CH3:10])[CH2:5]1 |f:0.1,3.4,9.10|. Procedure details: To a flask having an inner volume of 500 ml, made of glass and equipped with a stirring device, a thermometer and a reflux condenser were charged 65.3 g (392 mmol) of 4-hydrazino-2-methyltetrahydropyran hydrochloride with a purity of 100% and synthesized in the same manner as in the above-mentioned (1), 18.0 g of developed Raney nickel, 120 ml of ethanol, 120 ml of water and 40 ml (320 mmol) of 8 mol/l aqueous sodium hydroxide solution, and the mixture was reacted at 75° C. for 24 hours under hy...